This data is from the Open Reaction Database (ORD), a public repository of structured organic reaction records. The task is: describe an organic reaction: reactants, conditions, products, and yield The reactants are 2.4-g, ClCC(=O)Cl (chloroacetyl chloride), CC1=C(C2=CC=CC=C2C=C1)NC1CC(=O)OC1 (3-(N-2-methylnaphth-1-ylamino)-gamma-butyrolactone). Solvent: C1(=CC=CC=C1)C (toluene). Yields the product ClCC(=O)N(C1=C(C=CC2=CC=CC=C12)C)C1CC(=O)OC1 (3-(N-chloroacetyl-N-2-methylnaphth-1-ylamino)-gamma-butyrolactone). As a reaction SMILES: [Cl:1][CH2:2][C:3](Cl)=[O:4].[CH3:6][C:7]1[CH:16]=[CH:15][C:14]2[C:9](=[CH:10][CH:11]=[CH:12][CH:13]=2)[C:8]=1[NH:17][CH:18]1[CH2:23][O:22][C:20](=[O:21])[CH2:19]1>C1(C)C=CC=CC=1>[Cl:1][CH2:2][C:3]([N:17]([CH:18]1[CH2:23][O:22][C:20](=[O:21])[CH2:19]1)[C:8]1[C:9]2[C:14](=[CH:13][CH:12]=[CH:11][CH:10]=2)[CH:15]=[CH:16][C:7]=1[CH3:6])=[O:4]. Procedure details: A 2.4-g (0.021 mol) sample of chloroacetyl chloride was added to a refluxing solution of 5.0 g (0.021 mol) 3-(N-2-methylnaphth-1-ylamino)-gamma-butyrolactone in 100 ml toluene. The reaction mixture was heated under reflux for 30 minutes. Gas was evolved and a white precipitate formed during the 30-minute reflux period. The reaction mixture was cooled, washed with water, dried over magnesium sulfate and evaporated under reduced pressure to give 4.3 g of product, as a white solid, m.p. 121°-122° C...